This data is from the Open Reaction Database (ORD), a public repository of structured organic reaction records. The task is: describe an organic reaction: reactants, conditions, products, and yield The reactants are COCCNCCN, N#CBr. Product: Br, COCCN1CCN=C1N. Reaction SMILES: [CH3:1][O:2][CH2:3][CH2:4][NH:5][CH2:6][CH2:7][NH2:8].[N:9]#[C:10][Br:11]>>[BrH:11].[CH3:1][O:2][CH2:3][CH2:4][N:5]1[CH2:6][CH2:7][N:8]=[C:10]1[NH2:9]. Reactants: C(=O)([O-])[O-].[Na+].[Na+] (Na2CO3), NC1=NC(=C2N=CN(C2=N1)COC(CO)CO)N (2,6-diamino-9-(1,3-di-hydroxy-2-propoxymethyl)purine), stannic chloride, P(=O)(Cl)(Cl)Cl (phosphoryl chloride), stannic chloride, P(=O)(Cl)(Cl)Cl (phosphoryl chloride). Run in C(C)#N (acetonitrile), C(C)#N (acetonitrile), C(C)#N (acetonitrile). Reaction conditions: time 8 hour. The product is cyclic phosphate ester, [NH4+].NC1=NC(=C2N=CN(C2=N1)COC(CO)CO)N (2,6-diamino-9-(1,3-dihydroxy-2-propoxymethyl)purine ammonium salt). Isolated yield 66.1%. RXN SMILES: [NH2:1][C:2]1[N:10]=[C:9]2[C:5]([N:6]=[CH:7][N:8]2[CH2:11][O:12][CH:13]([CH2:16][OH:17])[CH2:14][OH:15])=[C:4]([NH2:18])[N:3]=1.P(Cl)(Cl)(Cl)=O.C([O-])([O-])=O.[Na+].[Na+]>C(#N)C>[NH4+:1].[NH2:1][C:2]1[N:10]=[C:9]2[C:5]([N:6]=[CH:7][N:8]2[CH2:11][O:12][CH:13]([CH2:14][OH:15])[CH2:16][OH:17])=[C:4]([NH2:18])[N:3]=1 |f:2.3.4,6.7|. Reported procedure: To the stirred solution of 2,6-diamino-9-(1,3-di-hydroxy-2-propoxymethyl)purine (650 mg) and stannic chloride (300 μl) in dry acetonitrile (250 ml) was added dropwise over 31/2 hours a solution of phosphoryl chloride (240 μl) in acetonitrile (200 ml). Additional stannic chloride (100 μl) followed by a solution of phosphoryl chloride (240 μl) in acetonitrile (10 ml) was then added to the solution. The reaction mixture was stirred at room temperature overnight and then neutralized with aqueous Na2... The reactants are Clc1cccc(N2CCN(CCCOc3ccc4ccc(OCc5ccccc5)nc4n3)CC2)c1Cl, CO. The product is O=c1ccc2ccc(OCCCN3CCN(c4cccc(Cl)c4Cl)CC3)nc2[nH]1. As a reaction SMILES: [CH2:1]([c:2]1[cH:3][cH:4][cH:5][cH:6][cH:7]1)[O:8][c:9]1[n:10][c:11]2[n:12][c:13]([O:19][CH2:20][CH2:21][CH2:22][N:23]3[CH2:24][CH2:25][N:26]([c:29]4[c:30]([Cl:36])[c:31]([Cl:35])[cH:32][cH:33][cH:34]4)[CH2:27][CH2:28]3)[cH:14][cH:15][c:16]2[cH:17][cH:18]1.[CH3:37][OH:38]>>[O:8]=[c:9]1[nH:10][c:11]2[n:12][c:13]([O:19][CH2:20][CH2:21][CH2:22][N:23]3[CH2:24][CH2:25][N:26]([c:29]4[c:30]([Cl:36])[c:31]([Cl:35])[cH:32][cH:33][cH:34]4)[CH2:27][CH2:28]3)[cH:14][cH:15][c:16]2[cH:17][cH:18]1. Starting materials: [O-]Cl.[Na+] (NaOCl), C(C)(C)(C)OC(=O)N1C[C@@H](CC1)CO ((R)-3-hydroxymethyl-pyrrolidine-1-carboxylic acid t-butyl ester), C(Cl)Cl (DCM), CC1(CCCC(N1[O])(C)C)C (TEMPO). The reagents and catalysts are [Br-].[K+] (potassium bromide). Run in O (water), C(=O)(O)[O-].[Na+] (NaHCO3). Reaction conditions: temperature 0 celsius. The product is C(C)(C)(C)OC(=O)N1C[C@@H](CC1)[C@H](C1CCOCC1)O ((R)-3-[(S)—Hydroxy(tetrahydropyran-4-yl)methyl]pyrrolidine-1-carboxylic Acid t-Butyl Ester). As a reaction SMILES: [C:1]([O:5][C:6]([N:8]1[CH2:12][CH2:11][C@@H:10]([CH2:13][OH:14])[CH2:9]1)=[O:7])([CH3:4])([CH3:3])[CH3:2].C(Cl)Cl.[CH3:18][C:19]1(C)N([O])C(C)(C)[CH2:22][CH2:21][CH2:20]1.[O-:29]Cl.[Na+]>O.C([O-])(O)=O.[Na+].[Br-].[K+]>[C:1]([O:5][C:6]([N:8]1[CH2:12][CH2:11][C@@H:10]([C@@H:13]([OH:14])[CH:20]2[CH2:21][CH2:22][O:29][CH2:18][CH2:19]2)[CH2:9]1)=[O:7])([CH3:4])([CH3:3])[CH3:2] |f:3.4,6.7,8.9,^1:21|. Procedure: To a solution of (R)-3-hydroxymethyl-pyrrolidine-1-carboxylic acid t-butyl ester (20.0 g, 99.4 mmol) in DCM (200 mL, 3100 mmol) was added TEMPO ((310 mg, 2.0 mmol) and potassium bromide (590 mg, 5.0 mmol). This mixture was cooled at 0° C. and a 1:1 mixture of 0.7 M NaOCl in water (140 mL) and saturated aqueous NaHCO3 solution (140 ml) was added dropwise over a period of 30 minutes. The resultant mixture was extracted with DCM (200 mL). The combined organic layers were washed with water (2×200 mL... Starting materials: ClC1=CC(=C(C=C1)C(CC(=O)C=1C=CC(N(C1)CCOCCOC)=O)C1=CC=C(C=C1)S(=O)(=O)C)C (5-(3-(4-chloro-2-methylphenyl)-3-(4-(methylsulfonyl)phenyl)propanoyl)-1-(2-(2-methoxyethoxy)ethyl)pyridin-2(1H)-one), Cl.NO (hydroxylamine hydrochloride), C(O)([O-])=O.[Na+] (sodium hydrogencarbonate). Product: ClC1=CC(=C(C=C1)C(C\C(=N/O)\C=1C=CC(N(C1)CCOCCOC)=O)C1=CC=C(C=C1)S(=O)(=O)C)C ((E)-5-(3-(4-Chloro-2-methylphenyl)-1-(hydroxyimino)-3-(4-(methylsulfonyl)-phenyl)propyl)-1-(2-(2-methoxyethoxy)ethyl)pyridin-2(1H)-one). RXN SMILES: [Cl:1][C:2]1[CH:7]=[CH:6][C:5]([CH:8]([C:26]2[CH:31]=[CH:30][C:29]([S:32]([CH3:35])(=[O:34])=[O:33])=[CH:28][CH:27]=2)[CH2:9][C:10]([C:12]2[CH:13]=[CH:14][C:15](=[O:25])[N:16]([CH2:18][CH2:19][O:20][CH2:21][CH2:22][O:23][CH3:24])[CH:17]=2)=O)=[C:4]([CH3:36])[CH:3]=1.Cl.[NH2:38][OH:39].C(=O)([O-])O.[Na+]>>[Cl:1][C:2]1[CH:7]=[CH:6][C:5]([CH:8]([C:26]2[CH:31]=[CH:30][C:29]([S:32]([CH3:35])(=[O:33])=[O:34])=[CH:28][CH:27]=2)[CH2:9]/[C:10](/[C:12]2[CH:13]=[CH:14][C:15](=[O:25])[N:16]([CH2:18][CH2:19][O:20][CH2:21][CH2:22][O:23][CH3:24])[CH:17]=2)=[N:38]\[OH:39])=[C:4]([CH3:36])[CH:3]=1 |f:1.2,3.4|. Reported procedure: In analogy to example 151, step 3, 5-(3-(4-chloro-2-methylphenyl)-3-(4-(methylsulfonyl)phenyl)propanoyl)-1-(2-(2-methoxyethoxy)ethyl)pyridin-2(1H)-one was reacted with hydroxylamine hydrochloride in the presence of sodium hydrogencarbonate to give the title compound containing 12% of the corresponding Z isomer as a light yellow solid, MS (ESI+): m/z=547.3 [M+H]+.